The task is: describe an organic reaction: reactants, conditions, products, and yield. This data is from the Open Reaction Database (ORD), a public repository of structured organic reaction records. Reactants: N[C@H](CNC1=CC=CC(=N1)C1=CC=NC=C1)CC1=CC=CC=C1 (6-((S)-2-Amino-3-phenylpropylamino)-2-(4-pyridyl)pyridine), BrBr (bromine). The solvent is CC(=O)O (HOAc), CC(=O)O (HOAc). Run at time 1 hour. Product: N[C@H](CNC1=CC=C(C(=N1)C1=CC=NC=C1)Br)CC1=CC=CC=C1 (6-((S)-2-Amino-3-phenylpropylamino)-3-bromo-2-(4-pyridyl)pyridine). As a reaction SMILES: [Br:1]Br.[NH2:3][C@@H:4]([CH2:19][C:20]1[CH:25]=[CH:24][CH:23]=[CH:22][CH:21]=1)[CH2:5][NH:6][C:7]1[N:12]=[C:11]([C:13]2[CH:18]=[CH:17][N:16]=[CH:15][CH:14]=2)[CH:10]=[CH:9][CH:8]=1>CC(O)=O>[NH2:3][C@@H:4]([CH2:19][C:20]1[CH:25]=[CH:24][CH:23]=[CH:22][CH:21]=1)[CH2:5][NH:6][C:7]1[N:12]=[C:11]([C:13]2[CH:18]=[CH:17][N:16]=[CH:15][CH:14]=2)[C:10]([Br:1])=[CH:9][CH:8]=1. Reported procedure: A mixture of bromine (1.6 gm, 10 mmole) and HOAc (10 mL) was added in three portions to a stirred solution of 6-((S)-2-Amino-3-phenylpropylamino)-2-(4-pyridyl)pyridine (3.04 gm, 10 mmole) in HOAc (20 mL) at rt. After 1 hr, the mixture was concentrated and purified (SiO2, CH2Cl2/MeOH/NH4OH: 100/11/8) to give 6-((S)-2-Amino-3-phenylpropylamino)-3-bromo-2-(4-pyridyl)pyridine. MS (m/z): Calcd. C19H19N4Br (M+): 383, found : 383.1 and 385.1. The reactants are C([O-])([O-])=O.[K+].[K+] (potassium carbonate), ClC=1C(=NNC1)C1=C(C(=CC=C1)Cl)[N+](=O)[O-] (4-chloro-3-(2-nitro-3-chlorophenyl)pyrazole), C[Si](C)(C)CCl ((trimethylsilyl)methyl chloride). The solvent is CN(C=O)C (N,N-dimethylformamide), CCCCCCC.C(C)(=O)OCC (heptane ethyl acetate). Run at time 12 hour. Product: C[Si](C)(C)CN1N=C(C(=C1)Cl)C1=C(C(=CC=C1)Cl)[N+](=O)[O-] (1-[(Trimethylsilyl)methyl]-4-chloro-3-(2-nitro-3-chlorophenyl)pyrazole). As a reaction SMILES: C(=O)([O-])[O-].[K+].[K+].[Cl:7][C:8]1[C:9]([C:13]2[CH:18]=[CH:17][CH:16]=[C:15]([Cl:19])[C:14]=2[N+:20]([O-:22])=[O:21])=[N:10][NH:11][CH:12]=1.[CH3:23][Si:24]([CH2:27]Cl)([CH3:26])[CH3:25]>CN(C)C=O.CCCCCCC.C(OCC)(=O)C>[CH3:23][Si:24]([CH2:27][N:11]1[CH:12]=[C:8]([Cl:7])[C:9]([C:13]2[CH:18]=[CH:17][CH:16]=[C:15]([Cl:19])[C:14]=2[N+:20]([O-:22])=[O:21])=[N:10]1)([CH3:26])[CH3:25] |f:0.1.2,6.7|. Procedure: 0.85 g of anhydrous potassium carbonate is added to a solution of 1.30 g of 4-chloro-3-(2-nitro-3-chlorophenyl)pyrazole and 0.70 g of (trimethylsilyl)methyl chloride in 30 ml of N,N-dimethylformamide. The reaction mixture is stirred for 12 hours at room temperature and diluted with 100 ml of an ether/H2O (1/1) mixture. The ether phase is dried over MgSO4, and concentrated under reduced pressure. The residual oil is purified by liquid chromatography on a silica column (eluent: heptane/ethyl aceta... The reactants are N[C@H](CC1=CNC2=CC=CC=C12)C=1NC=C(N1)C1=CC=CC=C1 (2-{(1R)-1-Amino-2-[indol-3-yl]ethyl}-4-phenyl-1H-imidazole), C(C1=CC=C(C=C1)OC)=O (p-anisaldehyde), [BH4-] (Borohydride), ClCCl (dichloromethane), aldehyde. Solvent: CO (methanol). Conditions: time 8 hour. Product: COC1=CC=C(CN[C@H](CC2=CNC3=CC=CC=C23)C=2NC=C(N2)C2=CC=CC=C2)C=C1 (2-{(1R)-1-[(4-Methoxybenzyl)amino]-2-[indol-3-yl]ethyl}-4-phenyl-1H-imidazole). RXN SMILES: [NH2:1][C@@H:2]([C:13]1[NH:14][CH:15]=[C:16]([C:18]2[CH:23]=[CH:22][CH:21]=[CH:20][CH:19]=2)[N:17]=1)[CH2:3][C:4]1[C:12]2[C:7](=[CH:8][CH:9]=[CH:10][CH:11]=2)[NH:6][CH:5]=1.[CH:24](=O)[C:25]1[CH:30]=[CH:29][C:28]([O:31][CH3:32])=[CH:27][CH:26]=1.[BH4-].ClCCl>CO>[CH3:32][O:31][C:28]1[CH:29]=[CH:30][C:25]([CH2:24][NH:1][C@@H:2]([C:13]2[NH:14][CH:15]=[C:16]([C:18]3[CH:23]=[CH:22][CH:21]=[CH:20][CH:19]=3)[N:17]=2)[CH2:3][C:4]2[C:12]3[C:7](=[CH:8][CH:9]=[CH:10][CH:11]=3)[NH:6][CH:5]=2)=[CH:26][CH:27]=1. Procedure: 2-{(1R)-1-Amino-2-[indol-3-yl]ethyl}-4-phenyl-1H-imidazole (36.3 mg, 0.12 mmol) and p-anisaldehyde (12 μl, 0.1 mmol) in 1 mL of methanol were shaken for about 2 hours at about 22° C. Borohydride resin (76 mg, 2.5 mmol/g, AMBERLITE® IRA-400) was then added and the slurry was stirred overnight before addition of dichloromethane (1 mL) and aldehyde Wang resin (31 mg, 3.22 mmol/g, Novabiochem). After about 8 hours of stirring, the slurry was then filtered and evaporated in vacuo to give a yellow sol... The reactants are C(C)(=O)N1[C@H](C[C@H](C2=CC(=CC=C12)C1=CC=C(C(=O)OC)C=C1)NC(=O)OC(C)C)C (methyl 4-[(2S,4R)-1-acetyl-2-methyl-4-({[(1-methylethyl)oxy]carbonyl}amino)-1,2,3,4-tetrahydro-6-quinolinyl]benzoate), Intermediate 107, [OH-].[Na+] (NaOH). The solvent is C(C)O (ethanol). Yield: 62.0%. The product is C(C)(=O)N1[C@H](C[C@H](C2=CC(=CC=C12)C1=CC=C(C(=O)O)C=C1)NC(=O)OC(C)C)C (4-[(2S,4R)-1-acetyl-2-methyl-4-({[(1-methylethyl)oxy]carbonyl}amino)-1,2,3,4-tetrahydro-6-quinolinyl]benzoic acid). Run at time 3 hour. RXN SMILES: [C:1]([N:4]1[C:13]2[C:8](=[CH:9][C:10]([C:14]3[CH:23]=[CH:22][C:17]([C:18]([O:20]C)=[O:19])=[CH:16][CH:15]=3)=[CH:11][CH:12]=2)[C@H:7]([NH:24][C:25]([O:27][CH:28]([CH3:30])[CH3:29])=[O:26])[CH2:6][C@@H:5]1[CH3:31])(=[O:3])[CH3:2].[OH-].[Na+]>C(O)C>[C:1]([N:4]1[C:13]2[C:8](=[CH:9][C:10]([C:14]3[CH:23]=[CH:22][C:17]([C:18]([OH:20])=[O:19])=[CH:16][CH:15]=3)=[CH:11][CH:12]=2)[C@H:7]([NH:24][C:25]([O:27][CH:28]([CH3:30])[CH3:29])=[O:26])[CH2:6][C@@H:5]1[CH3:31])(=[O:3])[CH3:2] |f:1.2|. Procedure: To a solution of methyl 4-[(2S,4R)-1-acetyl-2-methyl-4-({[(1-methylethyl)oxy]carbonyl}amino)-1,2,3,4-tetrahydro-6-quinolinyl]benzoate (for a preparation see Intermediate 107) (20 mg, 0.047 mmol) in ethanol (0.5 mL) was added NaOH (1M in water, 0.188 mL, 0.188 mmol) and the resulting mixture was stirred at room temperature for 3 h then concentrated in vacuo. Purification of the residue using MDAP gave 4-[(2S,4R)-1-acetyl-2-methyl-4-({[(1-methylethyl)oxy]carbonyl}amino)-1,2,3,4-tetrahydro-6-quinol... Yields the product NC1=C2CN(CC2=CC=C1)C1=C(C=C2C(C(=CN(C2=C1)CC)C(=O)O)=O)F (7-(4-amino-2-isoindolinyl)-1-ethyl-6-fluoro-1 4-dihydro-4 -oxoquinoline-3-carboxylic acid). Reported procedure: 177 mg of 1-ethyl-6,7-difluoro-1,4-dihydro-4-oxoquinoline-3-carboxylic acid, 282 mg of 4-amino-isoindoline, and 1.5 ml of anhydrous DMF were processed in the same manner as in Example 2 to produce 141 mg of the target compound. The yield is 54.9%. Solvent: CN(C)C=O (DMF). Starting materials: C(C)N1C=C(C(C2=CC(=C(C=C12)F)F)=O)C(=O)O (1-ethyl-6,7-difluoro-1,4-dihydro-4-oxoquinoline-3-carboxylic acid), NC1=C2CNCC2=CC=C1 (4-amino-isoindoline). Reaction SMILES: [CH2:1]([N:3]1[C:12]2[C:7](=[CH:8][C:9]([F:14])=[C:10](F)[CH:11]=2)[C:6](=[O:15])[C:5]([C:16]([OH:18])=[O:17])=[CH:4]1)[CH3:2].[NH2:19][C:20]1[CH:28]=[CH:27][CH:26]=[C:25]2[C:21]=1[CH2:22][NH:23][CH2:24]2>CN(C=O)C>[NH2:19][C:20]1[CH:28]=[CH:27][CH:26]=[C:25]2[C:21]=1[CH2:22][N:23]([C:10]1[CH:11]=[C:12]3[C:7]([C:6](=[O:15])[C:5]([C:16]([OH:18])=[O:17])=[CH:4][N:3]3[CH2:1][CH3:2])=[CH:8][C:9]=1[F:14])[CH2:24]2. The reactants are CCOCc1nc2cnc3cc(Br)ccc3c2n1CCCCN(C(=O)[O-])C(C)(C)C, CCO, Cl. Product: CCOCc1nc2cnc3cc(Br)ccc3c2n1CCCCN. As a reaction SMILES: [C:2]([N:6]([C:3](=[O:4])[O-:5])[CH2:10][CH2:11][CH2:12][CH2:13][n:14]1[c:15]([CH2:28][O:29][CH2:30][CH3:31])[n:16][c:17]2[cH:18][n:19][c:20]3[cH:21][c:22]([Br:27])[cH:23][cH:24][c:25]3[c:26]12)([CH3:7])([CH3:8])[CH3:9].[CH3:32][CH2:33][OH:34].[ClH:1]>>[NH2:6][CH2:10][CH2:11][CH2:12][CH2:13][n:14]1[c:15]([CH2:28][O:29][CH2:30][CH3:31])[n:16][c:17]2[cH:18][n:19][c:20]3[cH:21][c:22]([Br:27])[cH:23][cH:24][c:25]3[c:26]12. The reactants are CC1CN(CCN1)C(=O)OC(C)(C)C (tert.butyl 3-methyl-piperazine-1-carboxylate), ClC1=NC2=CC=CC=C2C=C1 (2-chloroquinoline), C([O-])([O-])=O.[K+].[K+] (potassium carbonate). Run at temperature 130 celsius. Product: CC1CN(CCN1C1=NC2=CC=CC=C2C=C1)C(=O)OC(C)(C)C (Tert.butyl 3-methyl-4-quinolin-2-yl-piperazine-1-carboxylate). Reaction SMILES: [CH3:1][CH:2]1[NH:7][CH2:6][CH2:5][N:4]([C:8]([O:10][C:11]([CH3:14])([CH3:13])[CH3:12])=[O:9])[CH2:3]1.Cl[C:16]1[CH:25]=[CH:24][C:23]2[C:18](=[CH:19][CH:20]=[CH:21][CH:22]=2)[N:17]=1.C(=O)([O-])[O-].[K+].[K+]>>[CH3:1][CH:2]1[N:7]([C:16]2[CH:25]=[CH:24][C:23]3[C:18](=[CH:19][CH:20]=[CH:21][CH:22]=3)[N:17]=2)[CH2:6][CH2:5][N:4]([C:8]([O:10][C:11]([CH3:13])([CH3:12])[CH3:14])=[O:9])[CH2:3]1 |f:2.3.4|. Reported procedure: A reaction mixture of 1 g (4.99 mmol) of tert.butyl 3-methyl-piperazine-1-carboxylate, 0.588 g (3.6 mmol) of 2-chloroquinoline and 0.498 g (3.6 mmol) of potassium carbonate is heated to 130° C. for three hours. Then the solvent is distilled off. The residue is purified by column chromatography on silica gel (eluant: dichloromethane/ethanol/ammonia=30:1). Reactants: CC1=NC2=CC=C(C=C2C(=C1)C(F)(F)F)O (2-Methyl-4-trifluoromethyl-quinolin-6-ol), C(C)(C)(C)[C@H]1CC[C@H](CC1)O (cis-4-tert-Butyl-cyclohexanol), C1(=CC=CC=C1)P(C1=CC=CC=C1)C1=CC=CC=C1 (Triphenylphosphine), N(=NC(=O)OC(C)C)C(=O)OC(C)C (Diisopropyl azodicarboxylate), product. Run in C1CCOC1 (THF), C1(=CC=CC=C1)C (toluene), C1(=CC=CC=C1)C (Toluene). Reaction conditions: time 3 day. Product: C(C)(C)(C)[C@@H]1CC[C@H](CC1)OC=1C=C2C(=CC(=NC2=CC1)C)C(F)(F)F (6-(trans-4-tert-Butyl-cyclohexyloxy)-2-methyl-4-trifluoromethyl-quinoline). Reaction SMILES: [CH3:1][C:2]1[CH:11]=[C:10]([C:12]([F:15])([F:14])[F:13])[C:9]2[C:4](=[CH:5][CH:6]=[C:7]([OH:16])[CH:8]=2)[N:3]=1.[C:17]([C@@H:21]1[CH2:26][CH2:25][C@H:24](O)[CH2:23][CH2:22]1)([CH3:20])([CH3:19])[CH3:18].C1(P(C2C=CC=CC=2)C2C=CC=CC=2)C=CC=CC=1.N(C(OC(C)C)=O)=NC(OC(C)C)=O>C1(C)C=CC=CC=1.C1COCC1>[C:17]([C@H:21]1[CH2:26][CH2:25][C@H:24]([O:16][C:7]2[CH:8]=[C:9]3[C:4](=[CH:5][CH:6]=2)[N:3]=[C:2]([CH3:1])[CH:11]=[C:10]3[C:12]([F:13])([F:15])[F:14])[CH2:23][CH2:22]1)([CH3:20])([CH3:19])[CH3:18]. Reported procedure: 2-Methyl-4-trifluoromethyl-quinolin-6-ol (0.771 g, 0.00339 mol, cis-4-tert-Butyl-cyclohexanol (0.8570 g, 0.005484 mol) and Triphenylphosphine (1.423 g, 0.005425 mol) were placed in a flask, and dissolved in Toluene (25 mL). For the Mitsunobu reaction of certain analogs, THF was substituted for toluene as solvent. Diisopropyl azodicarboxylate (1.137 mL, 0.005430 mol) was then added dropwise. After 3 d stirring at RT, the reaction was evaporated to dryness. The residue was purified by silica gel c...